This data is from the Open Reaction Database (ORD), a public repository of structured organic reaction records. The task is: describe an organic reaction: reactants, conditions, products, and yield Starting materials: F[C@@](C(=O)O)(C(=O)N[C@H]1C2=C(C3=C(N(C1=O)CCOC)C=CC=C3)C=CC=C2)C ((R)-2-fluoro-N—[(S)-5-(2-methoxy-ethyl)-6-oxo-6,7-dihydro-5H-dibenzo[b,d]azepin-7-yl]-2-methyl-malonamic acid), FC(CN)(C(F)(F)F)F (2,2,3,3,3-pentafluoropropylamine), solid. Product: F[C@](C(=O)N[C@H]1C2=C(C3=C(N(C1=O)CCOC)C=CC=C3)C=CC=C2)(C(=O)NCC(C(F)(F)F)(F)F)C ((S)-2-Fluoro-N—[(S)-5-(2-methoxy-ethyl)-6-oxo-6,7-dihydro-5H-dibenzo[b,d]azepin-7-yl]-2-methyl-N′-(2,2,3,3,3-pentafluoro-propyl)-malonamide). Reaction SMILES: [F:1][C@:2]([CH3:29])([C:6]([NH:8][C@@H:9]1[C:15](=[O:16])[N:14]([CH2:17][CH2:18][O:19][CH3:20])[C:13]2[CH:21]=[CH:22][CH:23]=[CH:24][C:12]=2[C:11]2[CH:25]=[CH:26][CH:27]=[CH:28][C:10]1=2)=[O:7])[C:3]([OH:5])=O.[F:30][C:31]([F:38])([C:34]([F:37])([F:36])[F:35])[CH2:32][NH2:33]>>[F:1][C@@:2]([CH3:29])([C:3]([NH:33][CH2:32][C:31]([F:38])([F:30])[C:34]([F:37])([F:36])[F:35])=[O:5])[C:6]([NH:8][C@@H:9]1[C:15](=[O:16])[N:14]([CH2:17][CH2:18][O:19][CH3:20])[C:13]2[CH:21]=[CH:22][CH:23]=[CH:24][C:12]=2[C:11]2[CH:25]=[CH:26][CH:27]=[CH:28][C:10]1=2)=[O:7]. Procedure details: Using (R)-2-fluoro-N—[(S)-5-(2-methoxy-ethyl)-6-oxo-6,7-dihydro-5H-dibenzo[b,d]azepin-7-yl]-2-methyl-malonamic acid and 2,2,3,3,3-pentafluoropropylamine, the title compound was prepared in the same manner as described for example 1c. White solid (69%). MS: m/e=532(M+H+). Reactants: COC(=O)Cc1cc(Br)c(S)c(Br)c1, COc1ccccc1C(C)C, COc1ccccc1I. Product: COC(=O)Cc1cc(Br)c(Sc2ccc(OC)c(I)c2)c(Br)c1. Reaction SMILES: [Br:12][c:13]1[cH:14][c:15]([CH2:21][C:22](=[O:23])[O:24][CH3:25])[cH:16][c:17]([Br:20])[c:18]1[SH:19].[CH:1]([c:2]1[cH:3][cH:4][cH:5][cH:6][c:7]1[O:8][CH3:9])([CH3:10])[CH3:11].[I:26][c:27]1[c:28]([O:33][CH3:34])[cH:29][cH:30][cH:31][cH:32]1>>[Br:12][c:13]1[cH:14][c:15]([CH2:21][C:22](=[O:23])[O:24][CH3:25])[cH:16][c:17]([Br:20])[c:18]1[S:19][c:31]1[cH:30][cH:29][c:28]([O:33][CH3:34])[c:27]([I:26])[cH:32]1. Reactants: O.O.Cl[Sn]Cl (SnCl2.2H2O), C(C=C)OC=1C=C(C(=O)OCC=C)C=CC1[N+](=O)[O-] (allyl 3-allyloxy-4-nitrobenzoate), C([O-])(O)=O.[Na+] (sodium bicarbonate). Run in C(C)O (ethanol), C(C)O (ethanol). Product: C(C=C)OC=1C=C(C(=O)OCC=C)C=CC1N (allyl 3-allyloxy-4-aminobenzoate). The yield is 92.5%. As a reaction SMILES: [CH2:1]([O:4][C:5]1[CH:6]=[C:7]([CH:14]=[CH:15][C:16]=1[N+:17]([O-])=O)[C:8]([O:10][CH2:11][CH:12]=[CH2:13])=[O:9])[CH:2]=[CH2:3].O.O.Cl[Sn]Cl.C(=O)(O)[O-].[Na+]>C(O)C>[CH2:1]([O:4][C:5]1[CH:6]=[C:7]([CH:14]=[CH:15][C:16]=1[NH2:17])[C:8]([O:10][CH2:11][CH:12]=[CH2:13])=[O:9])[CH:2]=[CH2:3] |f:1.2.3,4.5|. Procedure details: The crude ester (10 g, 38 mM) was dissolved in ethanol (20 ml) and added to a stirred suspension of SnCl2.2H2O (42.9 g, 0.19M) in ethanol (60 ml) under argon at ambient temperature. The mixture was heated to reflux for 30 minutes, cooled and poured onto ice. After making basic to pH 8 with an aqueous solution of sodium bicarbonate, the mixture was extracted with ethyl acetate. The combined extracts were washed with water and brine, dried over MgSO4 and evaporated to give allyl 3-allyloxy-4-amino... Starting materials: CC(C)(C)OC(=O)N1CCCCC1Cc1nnc(-c2ccccc2)o1, O=C([O-])[O-], ClCCl, [K+], [K+], O=C(O)C(F)(F)F. Reaction SMILES: [C:1]([O:2][C:3](=[O:4])[N:8]1[CH:9]([CH2:14][c:15]2[o:16][c:17](-[c:20]3[cH:21][cH:22][cH:23][cH:24][cH:25]3)[n:18][n:19]2)[CH2:10][CH2:11][CH2:12][CH2:13]1)([CH3:5])([CH3:6])[CH3:7].[C:33](=[O:34])([O-:35])[O-:36].[Cl:39][CH2:40][Cl:41].[K+:37].[K+:38].[OH:26][C:27]([C:28]([F:29])([F:30])[F:31])=[O:32]>>[NH:8]1[CH:9]([CH2:14][c:15]2[o:16][c:17](-[c:20]3[cH:21][cH:22][cH:23][cH:24][cH:25]3)[n:18][n:19]2)[CH2:10][CH2:11][CH2:12][CH2:13]1. The product is c1ccc(-c2nnc(CC3CCCCN3)o2)cc1. The reactants are CC(C(=O)O)CCCCC (2-methylheptanoic acid), C(C(=O)Cl)(=O)Cl (oxalyl chloride), A2. The product is CC(C(=O)Cl)CCCCC (2-methylheptanoyl chloride). As a reaction SMILES: [CH3:1][CH:2]([CH2:6][CH2:7][CH2:8][CH2:9][CH3:10])[C:3](O)=[O:4].C(Cl)(=O)C([Cl:14])=O>>[CH3:1][CH:2]([CH2:6][CH2:7][CH2:8][CH2:9][CH3:10])[C:3]([Cl:14])=[O:4]. Procedure details: Employing 5 g. of 2-methylheptanoic acid and 7.6 ml. of oxalyl chloride and using the procedure of Preparation A2, 3.3 g. of the desired product was obtained, b.p. 32°-34 ° C./0.6 torr.